This data is from the Open Reaction Database (ORD), a public repository of structured organic reaction records. The task is: describe an organic reaction: reactants, conditions, products, and yield Reactants: Fc1ccc(C(F)(F)F)cc1CBr, O=C1CCN(Cc2ccccc2)CC1, CCOCC, [Cl-], I, [NH4+]. Product: OC1(Cc2cc(C(F)(F)F)ccc2F)CCN(Cc2ccccc2)CC1. Reaction SMILES: [Br:2][CH2:3][c:4]1[c:5]([F:14])[cH:6][cH:7][c:8]([C:10]([F:11])([F:12])[F:13])[cH:9]1.[CH2:15]([c:16]1[cH:17][cH:18][cH:19][cH:20][cH:21]1)[N:22]1[CH2:23][CH2:24][C:25](=[O:28])[CH2:26][CH2:27]1.[CH3:31][CH2:32][O:33][CH2:34][CH3:35].[Cl-:29].[I:1].[NH4+:30]>>[CH2:3]([c:4]1[c:5]([F:14])[cH:6][cH:7][c:8]([C:10]([F:11])([F:12])[F:13])[cH:9]1)[C:25]1([OH:28])[CH2:24][CH2:23][N:22]([CH2:15][c:16]2[cH:17][cH:18][cH:19][cH:20][cH:21]2)[CH2:27][CH2:26]1.